Dataset: the Open Reaction Database (ORD), a public repository of structured organic reaction records. Task: describe an organic reaction: reactants, conditions, products, and yield Starting materials: C(C)(C)[C@@H]1NS(CC1)(=O)=O ((R)-3-isopropylisothiazolidine 1,1-dioxide), BrC1=CC(=C(C=C1)C(=O)N1CCN(CC1)C1=NC=C(C=C1C)C)F ((4-bromo-2-fluorophenyl)[4-(3,5-dimethylpyridin-2-yl)piperazin-1-yl]methanone). The product is CC=1C(=NC=C(C1)C)N1CCN(CC1)C(=O)C1=C(C=C(C=C1)N1S(CC[C@@H]1C(C)C)(=O)=O)F ((R)-[4-(3,5-dimethylpyridin-2-yl)piperazin-1-yl][2-fluoro-4-(3-isopropyl-1,1-dioxo-1λ6-isothiazolidin-2-yl)phenyl]methanone). Isolated yield 11.8%. As a reaction SMILES: [CH:1]([C@H:4]1[CH2:8][CH2:7][S:6](=[O:10])(=[O:9])[NH:5]1)([CH3:3])[CH3:2].Br[C:12]1[CH:17]=[CH:16][C:15]([C:18]([N:20]2[CH2:25][CH2:24][N:23]([C:26]3[C:31]([CH3:32])=[CH:30][C:29]([CH3:33])=[CH:28][N:27]=3)[CH2:22][CH2:21]2)=[O:19])=[C:14]([F:34])[CH:13]=1>>[CH3:32][C:31]1[C:26]([N:23]2[CH2:24][CH2:25][N:20]([C:18]([C:15]3[CH:16]=[CH:17][C:12]([N:5]4[C@@H:4]([CH:1]([CH3:3])[CH3:2])[CH2:8][CH2:7][S:6]4(=[O:10])=[O:9])=[CH:13][C:14]=3[F:34])=[O:19])[CH2:21][CH2:22]2)=[N:27][CH:28]=[C:29]([CH3:33])[CH:30]=1. Reported procedure: Using (R)-3-isopropylisothiazolidine 1,1-dioxide (300 mg) described in Preparation Example 8 and (4-bromo-2-fluorophenyl)[4-(3,5-dimethylpyridin-2-yl)piperazin-1-yl]methanone (440 mg) described in Preparation Example 114 and by the reaction and treatment in the same manner as in Example 4, the title compound (63 mg) was obtained. The reactants are CN1CC(=O)Nc2ncc(C=CC(=O)O)cc2C1, CNCc1sc2scc(C)c2c1C, CCCc1c(CNC)ccc2ccccc12, Cl, Cl, Nc1ncc(C=CC(=O)O)cc1CN1CCOCC1. The product is Cl, Cc1csc2sc(CN(C)C(=O)C=Cc3cnc(N)c(CN4CCOCC4)c3)c(C)c12. Reaction SMILES: [CH3:22][N:23]1[CH2:24][c:25]2[cH:26][c:27]([CH:28]=[CH:29][C:30]([OH:31])=[O:32])[cH:33][n:34][c:35]2[NH:36][C:37](=[O:38])[CH2:39]1.[CH3:40][c:41]1[c:42]([CH2:50][NH:51][CH3:52])[s:43][c:44]2[s:45][cH:46][c:47]([CH3:49])[c:48]12.[CH3:53][NH:54][CH2:55][c:56]1[cH:57][cH:58][c:59]2[c:60]([cH:61][cH:62][cH:63][cH:64]2)[c:65]1[CH2:66][CH2:67][CH3:68].[ClH:1].[ClH:21].[NH2:2][c:3]1[c:4]([CH2:14][N:15]2[CH2:16][CH2:17][O:18][CH2:19][CH2:20]2)[cH:5][c:6]([CH:9]=[CH:10][C:11](=[O:12])[OH:13])[cH:7][n:8]1>>[ClH:1].[NH2:2][c:3]1[c:4]([CH2:14][N:15]2[CH2:16][CH2:17][O:18][CH2:19][CH2:20]2)[cH:5][c:6]([CH:9]=[CH:10][C:11](=[O:13])[N:51]([CH2:50][c:42]2[c:41]([CH3:40])[c:48]3[c:44]([s:43]2)[s:45][cH:46][c:47]3[CH3:49])[CH3:52])[cH:7][n:8]1. Starting materials: O=C([O-])[O-], C1CCOC1, CCO, CCOC(=O)COc1ccc(SCc2ccnc3oc(-c4ccc(C(F)(F)F)cc4)nc23)cc1C, [K+], [K+], O. Yields the product Cc1cc(SCc2ccnc3oc(-c4ccc(C(F)(F)F)cc4)nc23)ccc1OCC(=O)O. RXN SMILES: [C:1](=[O:2])([O-:3])[O-:4].[CH2:46]1[O:47][CH2:48][CH2:49][CH2:50]1.[CH3:43][CH2:44][OH:45].[CH3:7][c:8]1[c:9]([O:10][CH2:11][C:12](=[O:13])[O:14][CH2:15][CH3:16])[cH:17][cH:18][c:19]([S:21][CH2:22][c:23]2[c:24]3[c:25]([n:26][cH:27][cH:28]2)[o:29][c:30](-[c:32]2[cH:33][cH:34][c:35]([C:38]([F:39])([F:40])[F:41])[cH:36][cH:37]2)[n:31]3)[cH:20]1.[K+:5].[K+:6].[OH2:42]>>[CH3:7][c:8]1[c:9]([O:10][CH2:11][C:12](=[O:13])[OH:14])[cH:17][cH:18][c:19]([S:21][CH2:22][c:23]2[c:24]3[c:25]([n:26][cH:27][cH:28]2)[o:29][c:30](-[c:32]2[cH:33][cH:34][c:35]([C:38]([F:39])([F:40])[F:41])[cH:36][cH:37]2)[n:31]3)[cH:20]1. Reactants: BrC=1C=CC2=C(C=C(CCS2(=O)=O)C(=O)NC2=CC=C(C=C2)CN(C2CCOCC2)C)C1 (7-bromo-N-(4-((N-methyl-N-(tetrahydro-2H-pyran-4-yl)amino)methyl)phenyl)-1,1-dioxo-2,3-dihydro-1-benzothiepine-4-carboxamide), B(OC1=CC(=C(C=C1)OCCC)OCCC)([O-])[O-] (3,4-dipropoxyphenyl borate), C([O-])([O-])=O.[K+].[K+] (potassium carbonate), C(C)O (ethanol). The reagents and catalysts are C=1C=CC(=CC1)[P](C=2C=CC=CC2)(C=3C=CC=CC3)[Pd]([P](C=4C=CC=CC4)(C=5C=CC=CC5)C=6C=CC=CC6)([P](C=7C=CC=CC7)(C=8C=CC=CC8)C=9C=CC=CC9)[P](C=1C=CC=CC1)(C=1C=CC=CC1)C=1C=CC=CC1 (tetrakis(triphenylphosphine)palladium). The solvent is C1(=CC=CC=C1)C (toluene). Conditions: time 30 minute. The product is C(CC)OC=1C=C(C=CC1OCCC)C=1C=CC2=C(C=C(CCS2(=O)=O)C(=O)NC2=CC=C(C=C2)CN(C2CCOCC2)C)C1 (7-(3,4-dipropoxyphenyl)-N-(4-((N-methyl-N-(tetrahydro-2H-pyran-4-yl)amino)methyl)phenyl)-1,1-dioxo-2,3-dihydro-1-benzothiepine-4-carboxamide). Isolated yield 73.9%. RXN SMILES: Br[C:2]1[CH:3]=[CH:4][C:5]2[S:11](=[O:13])(=[O:12])[CH2:10][CH2:9][C:8]([C:14]([NH:16][C:17]3[CH:22]=[CH:21][C:20]([CH2:23][N:24]([CH3:31])[CH:25]4[CH2:30][CH2:29][O:28][CH2:27][CH2:26]4)=[CH:19][CH:18]=3)=[O:15])=[CH:7][C:6]=2[CH:32]=1.B([O-])([O-])O[C:35]1[CH:40]=[CH:39][C:38]([O:41][CH2:42][CH2:43][CH3:44])=[C:37]([O:45][CH2:46][CH2:47][CH3:48])[CH:36]=1.C(=O)([O-])[O-].[K+].[K+].C(O)C>C1C=CC([P]([Pd]([P](C2C=CC=CC=2)(C2C=CC=CC=2)C2C=CC=CC=2)([P](C2C=CC=CC=2)(C2C=CC=CC=2)C2C=CC=CC=2)[P](C2C=CC=CC=2)(C2C=CC=CC=2)C2C=CC=CC=2)(C2C=CC=CC=2)C2C=CC=CC=2)=CC=1.C1(C)C=CC=CC=1>[CH2:46]([O:45][C:37]1[CH:36]=[C:35]([C:2]2[CH:3]=[CH:4][C:5]3[S:11](=[O:13])(=[O:12])[CH2:10][CH2:9][C:8]([C:14]([NH:16][C:17]4[CH:18]=[CH:19][C:20]([CH2:23][N:24]([CH3:31])[CH:25]5[CH2:30][CH2:29][O:28][CH2:27][CH2:26]5)=[CH:21][CH:22]=4)=[O:15])=[CH:7][C:6]=3[CH:32]=2)[CH:40]=[CH:39][C:38]=1[O:41][CH2:42][CH2:43][CH3:44])[CH2:47][CH3:48] |f:2.3.4,^1:63,65,84,103|. Reported procedure: A mixture of 7-bromo-N-(4-((N-methyl-N-(tetrahydro-2H-pyran-4-yl)amino)methyl)phenyl)-1,1-dioxo-2,3-dihydro-1-benzothiepine-4-carboxamide (0.3 g), 3,4-dipropoxyphenyl borate (0.17 g), 1M potassium carbonate solution (1.3 ml), ethanol (1.3 ml) and toluene (25 ml) was stirred under argon atmosphere at room temperature for 30 minutes. To the mixture was added tetrakis(triphenylphosphine)palladium (0.03 g), and the mixture was refluxed under argon atmosphere for 6 hours and extracted with ethyl acet... Reactants: CS(C)=O, O=S(O)c1ccc(F)cc1, O=Cc1ncccc1F, [Na], O. RXN SMILES: [CH3:21][S:22](=[O:23])[CH3:24].[F:11][c:12]1[cH:13][cH:14][c:15]([S:18](=[O:19])[OH:20])[cH:16][cH:17]1.[F:1][c:2]1[c:3]([CH:8]=[O:9])[n:4][cH:5][cH:6][cH:7]1.[Na:10].[OH2:25]>>[c:2]1([S:18]([c:15]2[cH:14][cH:13][c:12]([F:11])[cH:17][cH:16]2)(=[O:19])=[O:20])[c:3]([CH:8]=[O:9])[n:4][cH:5][cH:6][cH:7]1. Product: O=Cc1ncccc1S(=O)(=O)c1ccc(F)cc1. The reactants are COC1=CC=C(OC=2C=C(C=O)C=CC2)C=C1 (3-(4-Methoxyphenoxy)benzaldehyde), C(C)O (ethanol), Cl.NO (hydroxylamine hydrochloride), C(C)(=O)[O-].[Na+] (sodium acetate). The product is COC1=CC=C(OC=2C=C(C=NO)C=CC2)C=C1 (3-(4-methoxyphenoxy)benzaldehyde oxime). The solvent is O (water). Reaction conditions: temperature 85 celsius. Procedure: 3-(4-Methoxyphenoxy)benzaldehyde (Aldrich, Cat. #195898) (0.10 g, 0.44 mmol) was dissolved in ethanol (2.1 mL, 37 mmol) and water (0.43 mL) at r.t., and the hydroxylamine hydrochloride (0.061 g, 0.88 mmol) and sodium acetate (0.072 g, 0.88 mmol) were added. The reaction was heated in a sealed tube to 85° C. for 2 h., and allowed to cool to r.t. The mixture was partitioned between ethyl acetate and water. The organic layer was washed with brine, dried over magnesium sulfate and concentrated under... Yield: 102.8%. As a reaction SMILES: [CH3:1][O:2][C:3]1[CH:17]=[CH:16][C:6]([O:7][C:8]2[CH:9]=[C:10]([CH:13]=[CH:14][CH:15]=2)[CH:11]=O)=[CH:5][CH:4]=1.C(O)C.Cl.[NH2:22][OH:23].C([O-])(=O)C.[Na+]>O>[CH3:1][O:2][C:3]1[CH:17]=[CH:16][C:6]([O:7][C:8]2[CH:9]=[C:10]([CH:13]=[CH:14][CH:15]=2)[CH:11]=[N:22][OH:23])=[CH:5][CH:4]=1 |f:2.3,4.5|. Starting materials: ice water, ClC1=CC=C(OC(C(C=CN(C)C)=O)C)C=C1 (4-(4-chlorophenoxy)-1-(dimethylamino)-1-penten-3-one), NC1=NNC=N1 (3-amino-1,2,4-triazole). The solvent is C(C)(=O)O (acetic acid), C(C)(=O)O (acetic acid). The product is ClC1=CC=C(OC(C)C2=CC=NC=3N2N=CN3)C=C1 (7-[1-(4-chlorophenoxy)ethyl]-1,2,4-triazolo[1,5-a]pyrimidine). Reaction SMILES: [Cl:1][C:2]1[CH:17]=[CH:16][C:5]([O:6][CH:7]([CH3:15])[C:8](=O)[CH:9]=[CH:10][N:11](C)[CH3:12])=[CH:4][CH:3]=1.[NH2:18][C:19]1N=C[NH:21][N:20]=1>C(O)(=O)C>[Cl:1][C:2]1[CH:17]=[CH:16][C:5]([O:6][CH:7]([C:8]2[N:21]3[N:20]=[CH:19][N:18]=[C:12]3[N:11]=[CH:10][CH:9]=2)[CH3:15])=[CH:4][CH:3]=1. Procedure: A solution of 4-(4-chlorophenoxy)-1-(dimethylamino)-1-penten-3-one (9.80 g) in glacial acetic acid (50 ml) was added to a stirred solution of 3-amino-1,2,4-triazole (3.25 g) in glacial acetic acid (50 ml). The mixture was heated under reflux for 5 hours and then cooled to room temperature. The mixture was then poured into 300 ml of ice-water and extracted with toluene. The toluene extracts were washed with a 10% aqueous solution of sodium hydrogen carbonate, followed by water, then dried over an... Reactants: C(C)ON (ethoxyamine), C([O-])(O)=O.[Na+] (sodium bicarbonate), C(CCC)(=O)C=1C(CC(CC1O)C1=CC=C(C=C1)C(OC)OC)=O (2-butyryl-5-(4-dimethoxymethylphenyl)-3-hydroxycyclohex-2-en-1-one). Solvent: CO (methanol). Run at time 10 hour. Product: COC(C1=CC=C(C=C1)C1C(C=C(C(C1)=O)C(CCC)=NOCC)O)OC (5-(4-dimethoxymethylphenyl)-2-(1-ethoxyiminobutyl)-4-hydroxycyclohex-2-en-1-one). Reaction SMILES: [CH2:1]([O:3][NH2:4])[CH3:2].C(=O)(O)[O-:6].[Na+].[C:10]([C:15]1[C:16](=O)[CH2:17][CH:18]([C:22]2[CH:27]=[CH:26][C:25]([CH:28]([O:31][CH3:32])[O:29][CH3:30])=[CH:24][CH:23]=2)[CH2:19][C:20]=1[OH:21])(=O)[CH2:11][CH2:12][CH3:13]>CO>[CH3:32][O:31][CH:28]([O:29][CH3:30])[C:25]1[CH:24]=[CH:23][C:22]([CH:18]2[CH2:19][C:20](=[O:21])[C:15]([C:10](=[N:4][O:3][CH2:1][CH3:2])[CH2:11][CH2:12][CH3:13])=[CH:16][CH:17]2[OH:6])=[CH:27][CH:26]=1 |f:1.2|. Procedure: 2.5 g of ethoxyamine, 2.1 g of sodium bicarbonate and 100 ml of methanol are added to 8.4 g of 2-butyryl-5-(4-dimethoxymethylphenyl)-3-hydroxycyclohex-2-en-1-one and the mixture is stirred for 10 hours at room temperature. After the mixture has been evaporated down, the residue is partitioned in methylene chloride/water, and the organic phase is separated off, dried and evaporated down. 7.5 g of 5-(4-dimethoxymethylphenyl)-2-(1-ethoxyiminobutyl)-3-hydroxycyclohex-2-en-1-one (compound No. 19 in t...